Dataset: the Open Reaction Database (ORD), a public repository of structured organic reaction records. Task: describe an organic reaction: reactants, conditions, products, and yield Reactants: C=O (formaldehyde), NaBH3(CN), CO (methanol), C12N(CC(NC1)C2)C2=CC(=NC1=CC=CC=C21)C2=CC(=NC=C2)NC(C)C2=CC=CC=C2 ({4-[4-(2,5-diaza-bicyclo[2.2.1]hept-2-yl)-quinolin-2-yl]-pyridin-2-yl}-(1-phenyl-ethyl)-amine). The solvent is C(Cl)(Cl)Cl (chloroform), C(Cl)Cl (DCM). Conditions: time 15 hour. Yields the product CN1[C@@H]2CN([C@H](C1)C2)C2=CC(=NC1=CC=CC=C21)C2=CC(=NC=C2)N[C@@H](C)C2=CC=CC=C2 ((S)-{4-[4-(5-Methyl-(1S,4S)-2,5-diaza-bicyclo[2.2.1]hept-2-yl)-quinolin-2-yl]-pyridin-2-yl}-(1-phenyl-ethyl)-amine). As a reaction SMILES: [CH:1]12[CH2:7][CH:4]([NH:5][CH2:6]1)[CH2:3][N:2]2[C:8]1[C:17]2[C:12](=[CH:13][CH:14]=[CH:15][CH:16]=2)[N:11]=[C:10]([C:18]2[CH:23]=[CH:22][N:21]=[C:20]([NH:24][CH:25]([C:27]3[CH:32]=[CH:31][CH:30]=[CH:29][CH:28]=3)[CH3:26])[CH:19]=2)[CH:9]=1.[CH2:33]=O.CO>C(Cl)(Cl)Cl.C(Cl)Cl>[CH3:33][N:5]1[CH2:6][C@@H:1]2[CH2:7][C@H:4]1[CH2:3][N:2]2[C:8]1[C:17]2[C:12](=[CH:13][CH:14]=[CH:15][CH:16]=2)[N:11]=[C:10]([C:18]2[CH:23]=[CH:22][N:21]=[C:20]([NH:24][C@H:25]([C:27]3[CH:32]=[CH:31][CH:30]=[CH:29][CH:28]=3)[CH3:26])[CH:19]=2)[CH:9]=1. Reported procedure: A mixture of 60 mg (0.14 immol) {4-[4-(2,5-diaza-bicyclo[2.2.1]hept-2-yl)-quinolin-2-yl]-pyridin-2-yl}-(1-phenyl-ethyl)-amine in 5 mL chloroform was treated with 0.11 mL (1.42 mmol) formaldehyde 37% water solution, 113 mg (1.8 mmol) NaBH3(CN) and 1 mL methanol. The mixture was stirred at rt for 15 h. MS showed all starting materials were converted. The mixture was diluted with 100 mL DCM, washed with 20 mL sat. NaHCO3, dried over anhydrous Na2SO4. After purification by chromatography, the title ... Reactants: ClC1=C(C(=CC(=C1)Cl)O)CCC1CC(CC(O1)=O)O (6-[2-(2,4-dichloro-6-hydroxyphenyl)ethyl]-3,4,5,6-tetrahydro-4-hydroxy-2H-pyran-2-one), C(C1=CC=CC=C1)Br (benzyl bromide), C(C)(=O)OC1=CC=C(C=C1)CBr (4-(bromomethyl)phenol acetate), ClC=1C=C(C(C=O)=C(C1)Cl)O (4,6-dichlorosalicylaldehyde). Product: C(C)(=O)OC1=CC=C(C=C1)COC1=CC(=CC(=C1CCC1CC(CC(O1)=O)O)Cl)Cl (6-{2-[6-[(4-acetoxyphenyl)methoxy]-2,4-dichlorophenyl]ethyl}-3,4,5,6-tetrahydro-4-hydroxy-2H-pyran-2-one). RXN SMILES: [Cl:1][C:2]1[CH:7]=[C:6]([Cl:8])[CH:5]=[C:4]([OH:9])[C:3]=1[CH2:10][CH2:11][CH:12]1[O:17][C:16](=[O:18])[CH2:15][CH:14]([OH:19])[CH2:13]1.[C:20]([O:23][C:24]1[CH:29]=[CH:28][C:27]([CH2:30]Br)=[CH:26][CH:25]=1)(=[O:22])[CH3:21].ClC1C=C(O)C(=C(Cl)C=1)C=O.C(Br)C1C=CC=CC=1>>[C:20]([O:23][C:24]1[CH:29]=[CH:28][C:27]([CH2:30][O:9][C:4]2[C:3]([CH2:10][CH2:11][CH:12]3[O:17][C:16](=[O:18])[CH2:15][CH:14]([OH:19])[CH2:13]3)=[C:2]([Cl:1])[CH:7]=[C:6]([Cl:8])[CH:5]=2)=[CH:26][CH:25]=1)(=[O:22])[CH3:21]. Procedure: By following the procedure of Example 1, Step A, but substituting equimolar amounts of 6-[2-(2,4-dichloro-6-hydroxyphenyl)ethyl]-3,4,5,6-tetrahydro-4-hydroxy-2H-pyran-2-one and 4-(bromomethyl)phenol acetate for the 4,6-dichlorosalicylaldehyde and benzyl bromide used therein, the title compound is obtained. Reactants: O=C([O-])[O-], ClCCl, O=C(O)C(F)(F)F, [Na+], [Na+], CC(C)(C)OC(=O)NC(C(=O)N1CC2CC1CN2C(=O)c1nc2ccccc2[nH]1)C(C)(C)C. The product is CC(C)(C)C(N)C(=O)N1CC2CC1CN2C(=O)c1nc2ccccc2[nH]1. As a reaction SMILES: [C:34](=[O:35])([O-:36])[O-:37].[Cl:47][CH2:48][Cl:49].[F:40][C:41]([F:42])([F:43])[C:44]([OH:45])=[O:46].[Na+:38].[Na+:39].[nH:1]1[c:2]([C:10](=[O:11])[N:12]2[CH:13]3[CH2:14][N:15]([C:19](=[O:20])[CH:21]([C:22]([CH3:23])([CH3:24])[CH3:25])[NH:26][C:27](=[O:28])[O:29][C:30]([CH3:31])([CH3:32])[CH3:33])[CH:16]([CH2:17]2)[CH2:18]3)[n:3][c:4]2[c:5]1[cH:6][cH:7][cH:8][cH:9]2>>[nH:1]1[c:2]([C:10](=[O:11])[N:12]2[CH:13]3[CH2:14][N:15]([C:19](=[O:20])[CH:21]([C:22]([CH3:23])([CH3:24])[CH3:25])[NH2:26])[CH:16]([CH2:17]2)[CH2:18]3)[n:3][c:4]2[c:5]1[cH:6][cH:7][cH:8][cH:9]2. Starting materials: oxide, COC(=O)C(CCC1=CN(C2=CC=CC=C12)C(=O)OC(C)(C)C)NC(=O)OC(C)(C)C (N-tert-butyloxycarbonyl-amino-3-(1-tert-butyloxycarbonyl-indol-3-yl)-propanecarboxylic acid methyl ester), CI (methyl iodide). The reagents and catalysts are [Ag] (silver). Run in C(C)(=O)OCC (ethyl acetate), CN(C=O)C (N,N-dimethylformamide). Reaction conditions: time 2 day. Product: COC(=O)C(CCC1=CN(C2=CC=CC=C12)C(=O)OC(C)(C)C)N(C(=O)OC(C)(C)C)C (N-Methyl-N-tert-butyloxycarbonyl-amino-3-(1-tert-butyloxycarbonyl-indol-3-yl)-propanecarboxylic acid methyl ester). RXN SMILES: [CH3:1][O:2][C:3]([CH:5]([NH:24][C:25]([O:27][C:28]([CH3:31])([CH3:30])[CH3:29])=[O:26])[CH2:6][CH2:7][C:8]1[C:16]2[C:11](=[CH:12][CH:13]=[CH:14][CH:15]=2)[N:10]([C:17]([O:19][C:20]([CH3:23])([CH3:22])[CH3:21])=[O:18])[CH:9]=1)=[O:4].[CH3:32]I>CN(C)C=O.C(OCC)(=O)C.[Ag]>[CH3:1][O:2][C:3]([CH:5]([N:24]([CH3:32])[C:25]([O:27][C:28]([CH3:31])([CH3:30])[CH3:29])=[O:26])[CH2:6][CH2:7][C:8]1[C:16]2[C:11](=[CH:12][CH:13]=[CH:14][CH:15]=2)[N:10]([C:17]([O:19][C:20]([CH3:23])([CH3:22])[CH3:21])=[O:18])[CH:9]=1)=[O:4]. Procedure: 295 g of silver(l) oxide are added, with stirring, to a solution of 75 g of N-tert-butyloxycarbonyl-amino-3-(1-tert-butyloxycarbonyl-indol-3-yl)-propanecarboxylic acid methyl ester in 770 ml of N,N-dimethylformamide. 75 ml of methyl iodide are then added dropwise. The reaction mixture rises to a temperature of 40° and is stirred at room temperature for 2 days and then diluted with 800 ml of ethyl acetate, filtered and concentrated by evaporation. The residue is purified by chromatography (silica... Reactants: NC=1N=CN(C1S(=O)(=O)N)CC1=CC=CC=C1 (4-amino-1-benzyl-1H-imidazole-5-sulfonamide), C(C1=CC=CC=C1)N1C(C(C(C2=CC=CC=C12)=O)=C(SC)SC)=O (1-Benzyl-3-(bis-methylsulfanyl-methylene)-1H-quinoline-2,4-dione). Run in C1(=CC=CC=C1)C (toluene), hexanes. Conditions: temperature 25 celsius. Yields the product C(C1=CC=CC=C1)N1C(C(=C(C2=CC=CC=C12)O)C1=NS(C2=C(N1)N=CN2CC2=CC=CC=C2)(=O)=O)=O (1-benzyl-3-(7-benzyl-1,1-dioxido-4,7-dihydroimidazo[4,5-e][1,2,4]thiadiazin-3-yl)-4-hydroxyquinolin-2(1H)-one). The yield is 50.3%. As a reaction SMILES: [NH2:1][C:2]1[N:3]=[CH:4][N:5]([CH2:11][C:12]2[CH:17]=[CH:16][CH:15]=[CH:14][CH:13]=2)[C:6]=1[S:7]([NH2:10])(=[O:9])=[O:8].[CH2:18]([N:25]1[C:34]2[C:29](=[CH:30][CH:31]=[CH:32][CH:33]=2)[C:28](=[O:35])[C:27](=[C:36](SC)SC)[C:26]1=[O:41])[C:19]1[CH:24]=[CH:23][CH:22]=[CH:21][CH:20]=1>C1(C)C=CC=CC=1>[CH2:18]([N:25]1[C:34]2[C:29](=[CH:30][CH:31]=[CH:32][CH:33]=2)[C:28]([OH:35])=[C:27]([C:36]2[NH:1][C:2]3[N:3]=[CH:4][N:5]([CH2:11][C:12]4[CH:13]=[CH:14][CH:15]=[CH:16][CH:17]=4)[C:6]=3[S:7](=[O:9])(=[O:8])[N:10]=2)[C:26]1=[O:41])[C:19]1[CH:20]=[CH:21][CH:22]=[CH:23][CH:24]=1. Procedure: The product of Example 312F (152 mg, 0.602 mmol) was reacted with the product of Example 309B (214 mg, 0.602 mmol) in toluene (8 mL) at 100° C. for 3 hours. The reaction was allowed to cool to 25° C. and diluted with hexanes. The resulting precipitate was collected by filtration. The residue was chromatographed on silica gel, eluting with gradient of 0-2% methanol in dichloromethane to give the title compound (155 mg, 50%). MS (ESI+) m/z 512 (M+H)+. 1H NMR (300 MHz, DMSO-d6) δ ppm 5.42 (s, 2H), ... Starting materials: CNC1=CC=CC=C1 (N-methyl aniline), C(C)OC(CCl)=O (ethylchloroacetate), C([O-])([O-])=O.[K+].[K+] (potassium carbonate), [I-].[K+] (potassium iodide), C(C)O (ethanol). Product: C(C)C(N(C1=CC=CC=C1)C)C(=O)O (Ethyl N-methyl-N-phenylglycine). Reaction SMILES: [CH3:1][NH:2][C:3]1[CH:8]=[CH:7][CH:6]=[CH:5][CH:4]=1.C([O:11][C:12](=[O:15])[CH2:13]Cl)C.C(=O)([O-])[O-].[K+].[K+].[I-].[K+].[CH2:24](O)[CH3:25]>>[CH2:24]([CH:13]([C:12]([OH:11])=[O:15])[N:2]([CH3:1])[C:3]1[CH:8]=[CH:7][CH:6]=[CH:5][CH:4]=1)[CH3:25] |f:2.3.4,5.6|. Reported procedure: A mixture of N-methyl aniline (198 g, 1.85 mol), ethylchloroacetate (227 g, 1.85 mol), potassium carbonate (256 g, 1.85 mol), potassium iodide (15 g, 0.93 mol), and 750 mL of absolute ethanol was stirred at reflux for 72 hours, then cooled and filtered. The solvent was removed from the filtrate at reduced pressure, and the residue was fractionally distilled in vacuo. A slightly yellow oil was obtained. Procedure details: Introduced into a microwave tube are 363 mg (1.29 mmol) of 2-[(6-bromopyrazin-2-ylamino)methyl]phenol, prepared as described previously in Example 12, to which 3 ml of methanol and 103 mg (2.58 mmol, 2 eq) of sodium hydroxide are added. The reaction mixture is then heated for 30 mins in a microwave oven at 150° C. and is then diluted with 50 ml of ethyl acetate. The mixture is neutralized with an ammonium chloride solution to pH=7, decanted and the organic phase is washed twice with 50 ml of wat... The reactants are BrC1=CN=CC(=N1)NCC1=C(C=CC=C1)O (2-[(6-bromopyrazin-2-ylamino)methyl]phenol), [Cl-].[NH4+] (ammonium chloride), CO (methanol), [OH-].[Na+] (sodium hydroxide). Reaction conditions: temperature 150 celsius. The product is COC1=CN=CC(=N1)NCC1=C(C=CC=C1)O (2-[(6-Methoxypyrazin-2-ylamino)methyl]phenol). Run in C(C)(=O)OCC (ethyl acetate). Reaction SMILES: Br[C:2]1[N:7]=[C:6]([NH:8][CH2:9][C:10]2[CH:15]=[CH:14][CH:13]=[CH:12][C:11]=2[OH:16])[CH:5]=[N:4][CH:3]=1.[CH3:17][OH:18].[OH-].[Na+].[Cl-].[NH4+]>C(OCC)(=O)C>[CH3:17][O:18][C:2]1[N:7]=[C:6]([NH:8][CH2:9][C:10]2[CH:15]=[CH:14][CH:13]=[CH:12][C:11]=2[OH:16])[CH:5]=[N:4][CH:3]=1 |f:2.3,4.5|. Starting materials: C(CCCCCCCCCCC)[Mg]Br (dodecylmagnesium bromide), solution, BrC1=CC=2C(C3=CC(=CC=C3C2C=C1)Br)=C(SC)SC (2,7-dibromo-9-(bis-methylsulfanyl-methylene)fluorene), lithium tetrachlorocuprate, solution. Procedure details: To a solution of 2,7-dibromo-9-(bis-methylsulfanyl-methylene)fluorene (4.28, 10 mmol) in dry THF (70 ml) at 0° C. under nitrogen, was added a solution of lithium tetrachlorocuprate (2 ml of a 0.1M solution in THF, 2 mol %). A solution of dodecylmagnesium bromide (22 ml of a 1.0M solution in diethyl ether, 0.022 mol) was added dropwise over 15 min. The reaction was stirred for 3 h at 0-5° C. before quenching with 5% NaOH (100 ml). The reaction was stirred for 10 min and then filtered through celi... The solvent is C(C)OCC (diethyl ether), C1CCOC1 (THF), C1CCOC1 (THF). Reaction SMILES: [Br:1][C:2]1[CH:14]=[CH:13][C:12]2[C:11]3[C:6](=[CH:7][C:8]([Br:15])=[CH:9][CH:10]=3)[C:5](=[C:16](SC)SC)[C:4]=2[CH:3]=1.[CH2:21]([Mg]Br)[CH2:22][CH2:23][CH2:24][CH2:25][CH2:26][CH2:27][CH2:28][CH2:29][CH2:30][CH2:31][CH3:32]>C1COCC1.C(OCC)C>[Br:1][C:2]1[CH:14]=[CH:13][C:12]2[C:11]3[C:6](=[CH:7][C:8]([Br:15])=[CH:9][CH:10]=3)[C:5](=[C:16]([CH2:6][CH2:7][CH2:8][CH2:9][CH2:10][CH2:11][CH2:12][CH2:4][CH2:3][CH2:2][CH2:14][CH3:13])[CH2:21][CH2:22][CH2:23][CH2:24][CH2:25][CH2:26][CH2:27][CH2:28][CH2:29][CH2:30][CH2:31][CH3:32])[C:4]=2[CH:3]=1. Yields the product BrC1=CC=2C(C3=CC(=CC=C3C2C=C1)Br)=C(CCCCCCCCCCCC)CCCCCCCCCCCC (2,7-dibromo-9-(bisdodecyl-methylene)fluorene). The yield is 62.0%. Reaction conditions: temperature 2.5 celsius, time 3 hour.